From a dataset of the Open Reaction Database (ORD), a public repository of structured organic reaction records. describe an organic reaction: reactants, conditions, products, and yield Yields the product CN[C@@H]1CC[C@H](CC1)N ((trans)-N-Methyl-cyclohexane-1,4-diamine). Reactants: C(C)(C)(C)OC(N[C@@H]1CC[C@H](CC1)N)=O ((trans)-(4-amino-cyclohexyl)-carbamic acid tert-butyl ester), [H-].[H-].[H-].[H-].[Li+].[Al+3] (LiAlH4), C1CCOC1.O (THF H2O), [OH-].[Na+] (NaOH). As a reaction SMILES: C(O[C:6](=O)[NH:7][C@H:8]1[CH2:13][CH2:12][C@H:11]([NH2:14])[CH2:10][CH2:9]1)(C)(C)C.[H-].[H-].[H-].[H-].[Li+].[Al+3].C1COCC1.O.[OH-].[Na+]>C1COCC1.O>[CH3:6][NH:7][C@H:8]1[CH2:13][CH2:12][C@H:11]([NH2:14])[CH2:10][CH2:9]1 |f:1.2.3.4.5.6,7.8,9.10|. Reported procedure: To the stirred solution of (trans)-(4-amino-cyclohexyl)-carbamic acid tert-butyl ester (4.29 g, 20.0 mmol) in THF (160 ml) (under argon atmosphere) was added LiAlH4 (3.13 g, 80 mmol) in three portions, at 0-5° C. The suspension was heated to 70° C. and stirred for additional 18 h. The reaction mixture was cooled to 0° C. and then subsequently addition of THF-H2O 1:1 (4 ml), 4M NaOH (8 ml) and water (12 ml). Stirring was continued for 3 h at RT. The white suspension was filtered (Celite) and the ... The solvent is C1CCOC1 (THF), O (water). Reaction conditions: temperature 70 celsius, time 18 hour.